From a dataset of the Open Reaction Database (ORD), a public repository of structured organic reaction records. describe an organic reaction: reactants, conditions, products, and yield Starting materials: CCOC(C)=O, [H][H], Cc1cc2c([N+](=O)[O-])cccc2n1CC(=O)O. Yields the product Cc1cc2c(N)cccc2n1CC(=O)O. As a reaction SMILES: [CH3:20][CH2:21][O:22][C:23](=[O:24])[CH3:25].[H:18][H:19].[N+:1]([O-:2])(=[O:3])[c:4]1[c:5]2[cH:6][c:7]([CH3:17])[n:8]([CH2:13][C:14](=[O:15])[OH:16])[c:9]2[cH:10][cH:11][cH:12]1>>[NH2:1][c:4]1[c:5]2[cH:6][c:7]([CH3:17])[n:8]([CH2:13][C:14](=[O:15])[OH:16])[c:9]2[cH:10][cH:11][cH:12]1. The reactants are [BH4-], CO, CC(C)(C)OC(=O)NC(C(=O)c1cccc2ccccc12)c1ccc(F)cc1, [Na+], [Na+], O=P([O-])(O)O. Yields the product CC(C)(C)OC(=O)NC(c1ccc(F)cc1)C(O)c1cccc2ccccc12. RXN SMILES: [BH4-:1].[CH3:37][OH:38].[F:3][c:4]1[cH:5][cH:6][c:7]([CH:10]([C:11](=[O:12])[c:13]2[cH:14][cH:15][cH:16][c:17]3[cH:18][cH:19][cH:20][cH:21][c:22]23)[NH:23][C:24]([O:25][C:26]([CH3:27])([CH3:28])[CH3:29])=[O:30])[cH:8][cH:9]1.[Na+:2].[Na+:36].[P:31]([O-:32])([OH:33])([OH:34])=[O:35]>>[F:3][c:4]1[cH:5][cH:6][c:7]([CH:10]([CH:11]([OH:12])[c:13]2[cH:14][cH:15][cH:16][c:17]3[cH:18][cH:19][cH:20][cH:21][c:22]23)[NH:23][C:24]([O:25][C:26]([CH3:27])([CH3:28])[CH3:29])=[O:30])[cH:8][cH:9]1. Starting materials: ClC=1C=C(CN2C(C3=C(C(N4C(=C3CC2)C(OC(C4)COC(C)=O)=O)=O)O)=O)C=CC1F (9-(3-chloro-4-fluorobenzyl)-7-hydroxy-3-(acetyloxymethyl)-3,4,10,11-tetrahydro[1,4]oxazino[3,4-a]-2,6-naphthyridine-1,6,8(9H)-trione), C[O-].[Na+] (sodium methoxide). Run in CO (methanol), O1CCOCC1 (dioxane). Reaction conditions: time 2 hour. Product: ClC=1C=C(CN2C(C3=C(C(N4C(=C3CC2)C(OC(C4)CO)=O)=O)O)=O)C=CC1F (9-(3-Chloro-4-fluorobenzyl)-7-hydroxy-3-(hydroxymethyl)-3,4,10,11-tetrahydro[1,4]oxazino[3,4-a]-2,6-naphthyridine-1,6,8(9H)-trione). Reaction SMILES: [Cl:1][C:2]1[CH:3]=[C:4]([CH:29]=[CH:30][C:31]=1[F:32])[CH2:5][N:6]1[CH2:15][CH2:14][C:13]2[C:8](=[C:9]([OH:27])[C:10](=[O:26])[N:11]3[CH2:19][CH:18]([CH2:20][O:21]C(=O)C)[O:17][C:16](=[O:25])[C:12]3=2)[C:7]1=[O:28].C[O-].[Na+]>CO.O1CCOCC1>[Cl:1][C:2]1[CH:3]=[C:4]([CH:29]=[CH:30][C:31]=1[F:32])[CH2:5][N:6]1[CH2:15][CH2:14][C:13]2[C:8](=[C:9]([OH:27])[C:10](=[O:26])[N:11]3[CH2:19][CH:18]([CH2:20][OH:21])[O:17][C:16](=[O:25])[C:12]3=2)[C:7]1=[O:28] |f:1.2|. Procedure details: A mixture of 9-(3-chloro-4-fluorobenzyl)-7-hydroxy-3-(acetyloxymethyl)-3,4,10,11-tetrahydro[1,4]oxazino[3,4-a]-2,6-naphthyridine-1,6,8(9H)-trione (46 mg, 0.10 mmol) and 30% sodium methoxide in methanol (39 mg) in dioxane (1.5 mL) was stirred at room temperature for 2 hours. The product mixture was concentrated under vacuum. The residue was dissolved in DMSO and subjected to reverse phase column chromatography on C-18 stationary phase eluted with a 95-5% water-acetonitrile gradient. Collection an... Starting materials: C1CCOC1, CCCC[N+](CCCC)(CCCC)CCCC, CI, CCc1ccc(Cc2cc(C3OC(COCc4ccccc4)C(OCc4ccccc4)C(OCc4ccccc4)C3OCc3ccccc3)c(COCCO)cc2Cl)cc1, [H-], [I-], [Na+]. Product: CCc1ccc(Cc2cc(C3OC(COCc4ccccc4)C(OCc4ccccc4)C(OCc4ccccc4)C3OCc3ccccc3)c(COCCOC)cc2Cl)cc1. RXN SMILES: [CH2:65]1[O:66][CH2:67][CH2:68][CH2:69]1.[CH2:71]([N+:72]([CH2:73][CH2:74][CH2:75][CH3:76])([CH2:77][CH2:78][CH2:79][CH3:80])[CH2:81][CH2:82][CH2:83][CH3:84])[CH2:85][CH2:86][CH3:87].[CH3:63][I:64].[Cl:3][c:4]1[c:5]([CH2:54][c:55]2[cH:56][cH:57][c:58]([CH2:61][CH3:62])[cH:59][cH:60]2)[cH:6][c:7]([CH:15]2[O:16][CH:17]([CH2:45][O:46][CH2:47][c:48]3[cH:49][cH:50][cH:51][cH:52][cH:53]3)[CH:18]([O:37][CH2:38][c:39]3[cH:40][cH:41][cH:42][cH:43][cH:44]3)[CH:19]([O:29][CH2:30][c:31]3[cH:32][cH:33][cH:34][cH:35][cH:36]3)[CH:20]2[O:21][CH2:22][c:23]2[cH:24][cH:25][cH:26][cH:27][cH:28]2)[c:8]([CH2:9][O:10][CH2:11][CH2:12][OH:13])[cH:14]1.[H-:2].[I-:70].[Na+:1]>>[Cl:3][c:4]1[c:5]([CH2:54][c:55]2[cH:56][cH:57][c:58]([CH2:61][CH3:62])[cH:59][cH:60]2)[cH:6][c:7]([CH:15]2[O:16][CH:17]([CH2:45][O:46][CH2:47][c:48]3[cH:49][cH:50][cH:51][cH:52][cH:53]3)[CH:18]([O:37][CH2:38][c:39]3[cH:40][cH:41][cH:42][cH:43][cH:44]3)[CH:19]([O:29][CH2:30][c:31]3[cH:32][cH:33][cH:34][cH:35][cH:36]3)[CH:20]2[O:21][CH2:22][c:23]2[cH:24][cH:25][cH:26][cH:27][cH:28]2)[c:8]([CH2:9][O:10][CH2:11][CH2:12][O:13][CH3:63])[cH:14]1. Starting materials: Cl (hydrochloric acid), FC(CC(C#N)C#N)(C(C(C(F)F)(F)F)(F)F)F (2-(2,2,3,3,4,4,5,5-octafluoropentyl)malononitrile), ICCCC (1-iodobutane), C([O-])([O-])=O.[K+].[K+] (potassium carbonate). The solvent is COCCOC (ethylene glycol dimethyl ether). Reaction conditions: time 7 hour. The product is C(CCC)C(C#N)(C#N)CC(C(C(C(F)F)(F)F)(F)F)(F)F (2-butyl-2-(2,2,3,3,4,4,5,5-octafluoropentyl)malononitrile). Isolated yield 65.5%. Reaction SMILES: [F:1][C:2]([F:18])([C:9]([F:17])([F:16])[C:10]([F:15])([F:14])[CH:11]([F:13])[F:12])[CH2:3][CH:4]([C:7]#[N:8])[C:5]#[N:6].I[CH2:20][CH2:21][CH2:22][CH3:23].C(=O)([O-])[O-].[K+].[K+].Cl>COCCOC>[CH2:20]([C:4]([CH2:3][C:2]([F:18])([F:1])[C:9]([F:16])([F:17])[C:10]([F:14])([F:15])[CH:11]([F:13])[F:12])([C:7]#[N:8])[C:5]#[N:6])[CH2:21][CH2:22][CH3:23] |f:2.3.4|. Procedure details: 1.4 g of 2-(2,2,3,3,4,4,5,5-octafluoropentyl)malononitrile and 1.3 g of 1-iodobutane were dissolved in 10 ml of ethylene glycol dimethyl ether, 0.97 g of potassium carbonate was added, and the mixture was stirred at room temperature for 7 hours. Thereafter, dilute hydrochloric acid was added to the reaction mixture, followed by extraction with methyl tert-butyl ether. The organic layer was washed successively with water, aqueous saturated sodium hydrogen carbonate and aqueous saturated sodium ch...